Dataset: the Open Reaction Database (ORD), a public repository of structured organic reaction records. Task: describe an organic reaction: reactants, conditions, products, and yield Reactants: C(C)(C)(C)OC(=O)N1CC(CC1)C1=C(C=C(C=C1)S)C (3-(4-Mercapto-2-methyl-phenyl)-pyrrolidine-1-carboxylic acid tert-butyl ester), C1(=CC=CC=C1)S(=O)(=O)N1C=C(C2=CC(=CC=C12)F)Br (1-benzenesulfonyl-3-bromo-5-fluoro-1H-indole). The product is C(C)(C)(C)OC(=O)N1CC(CC1)C1=C(C=C(C=C1)SC1=CN(C2=CC=C(C=C12)F)S(=O)(=O)C1=CC=CC=C1)C (3-[4-(1-Benzenesulfonyl-5-fluoro-1H-indol-3-ylsulfanyl)-2-methyl-phenyl]-pyrrolidine-1-carboxylic acid tert-butyl ester). Reaction SMILES: [C:1]([O:5][C:6]([N:8]1[CH2:12][CH2:11][CH:10]([C:13]2[CH:18]=[CH:17][C:16]([SH:19])=[CH:15][C:14]=2[CH3:20])[CH2:9]1)=[O:7])([CH3:4])([CH3:3])[CH3:2].[C:21]1([S:27]([N:30]2[C:38]3[C:33](=[CH:34][C:35]([F:39])=[CH:36][CH:37]=3)[C:32](Br)=[CH:31]2)(=[O:29])=[O:28])[CH:26]=[CH:25][CH:24]=[CH:23][CH:22]=1>>[C:1]([O:5][C:6]([N:8]1[CH2:12][CH2:11][CH:10]([C:13]2[CH:18]=[CH:17][C:16]([S:19][C:32]3[C:33]4[C:38](=[CH:37][CH:36]=[C:35]([F:39])[CH:34]=4)[N:30]([S:27]([C:21]4[CH:26]=[CH:25][CH:24]=[CH:23][CH:22]=4)(=[O:29])=[O:28])[CH:31]=3)=[CH:15][C:14]=2[CH3:20])[CH2:9]1)=[O:7])([CH3:4])([CH3:3])[CH3:2]. Procedure: 3-(4-Mercapto-2-methyl-phenyl)-pyrrolidine-1-carboxylic acid tert-butyl ester was reacted with 1-benzenesulfonyl-3-bromo-5-fluoro-1H-indole using the procedure of step 1 of Example 3 to provide 3-[4-(1-Benzenesulfonyl-5-fluoro-1H-indol-3-ylsulfanyl)-2-methyl-phenyl]-pyrrolidine-1-carboxylic acid tert-butyl ester. The reactants are OC1CCC(O1)C=1SC2=C(N1)C=CC(=C2)N2C(OC(C2)COC)=O (3-[2-(5-hydroxytetrahydrofuran-2-yl)-benzothiazol-6-yl]-5-methoxymethyl-2-oxazolidinone), Cl.NO (hydroxylamine hydrochloride), ice water. The solvent is N1=CC=CC=C1 (pyridine). Run at time 10 minute. Yields the product OC(CC=NO)C=1SC2=C(N1)C=CC(=C2)N2C(OC(C2)COC)=O (3-[2-(1-Hydroxy-3-hydroxyiminopropyl)benzothiazol-6-yl]-5-methoxymethyl-2-oxazolidinone). The yield is 101.1%. As a reaction SMILES: OC1[O:6][CH:5]([C:7]2[S:8][C:9]3[CH:15]=[C:14]([N:16]4[CH2:20][CH:19]([CH2:21][O:22][CH3:23])[O:18][C:17]4=[O:24])[CH:13]=[CH:12][C:10]=3[N:11]=2)[CH2:4][CH2:3]1.Cl.[NH2:26][OH:27]>N1C=CC=CC=1>[OH:6][CH:5]([C:7]1[S:8][C:9]2[CH:15]=[C:14]([N:16]3[CH2:20][CH:19]([CH2:21][O:22][CH3:23])[O:18][C:17]3=[O:24])[CH:13]=[CH:12][C:10]=2[N:11]=1)[CH2:4][CH:3]=[N:26][OH:27] |f:1.2|. Procedure: 72 g of the 3-[2-(5-hydroxytetrahydrofuran-2-yl)-benzothiazol-6-yl]-5-methoxymethyl-2-oxazolidinone obtained in the Example 7 was dissolved in 150 ml of pyridine. 18.6 g of hydroxylamine hydrochloride was added to the solution at room temperature and the mixture was stirred for 10 min and then poured into ice/water. After extraction with ethyl acetate followed by washing with dilute hydrochloric acid, an aqueous sodium hydrogencarbonate solution and an aqueous common salt solution, the product w...